This data is from the Open Reaction Database (ORD), a public repository of structured organic reaction records. The task is: describe an organic reaction: reactants, conditions, products, and yield Reactants: CCOC(=O)COc1ccc(Sc2cc(C#Cc3ccc(CO)cc3)cc(OCCc3ccc(Cl)cc3)c2)cc1C, CCO, Cl, [Na+], [OH-]. The product is Cc1cc(Sc2cc(C#Cc3ccc(CO)cc3)cc(OCCc3ccc(Cl)cc3)c2)ccc1OCC(=O)O. As a reaction SMILES: [CH2:1]([CH3:2])[O:3][C:4]([CH2:5][O:6][c:7]1[c:8]([CH3:40])[cH:9][c:10]([S:13][c:14]2[cH:15][c:16]([O:30][CH2:31][CH2:32][c:33]3[cH:34][cH:35][c:36]([Cl:39])[cH:37][cH:38]3)[cH:17][c:18]([C:20]#[C:21][c:22]3[cH:23][cH:24][c:25]([CH2:28][OH:29])[cH:26][cH:27]3)[cH:19]2)[cH:11][cH:12]1)=[O:41].[CH3:45][CH2:46][OH:47].[ClH:44].[Na+:43].[OH-:42]>>[O:3]=[C:4]([CH2:5][O:6][c:7]1[c:8]([CH3:40])[cH:9][c:10]([S:13][c:14]2[cH:15][c:16]([O:30][CH2:31][CH2:32][c:33]3[cH:34][cH:35][c:36]([Cl:39])[cH:37][cH:38]3)[cH:17][c:18]([C:20]#[C:21][c:22]3[cH:23][cH:24][c:25]([CH2:28][OH:29])[cH:26][cH:27]3)[cH:19]2)[cH:11][cH:12]1)[OH:41]. The reactants are C(=O)([O-])[O-].[K+].[K+] (K2CO3), Cl.O=S1(CCNCC1)=O (1,1-dioxo-thio-morpholinehydrochloride), FC=1C=C(C=CC1F)[N+](=O)[O-] (3,4-difluoronitrobenzene). Solvent: O (water), CS(=O)C (DMSO). Conditions: temperature 100 celsius. Yields the product FC1=C(C=CC(=C1)[N+](=O)[O-])N1CCS(CC1)(=O)=O (4-(2-fluoro-4-nitrophenyl)1,1-dioxidothiomorpholine). Yield: 110.1%. RXN SMILES: C([O-])([O-])=O.[K+].[K+].Cl.[O:8]=[S:9]1(=[O:15])[CH2:14][CH2:13][NH:12][CH2:11][CH2:10]1.[F:16][C:17]1[CH:18]=[C:19]([N+:24]([O-:26])=[O:25])[CH:20]=[CH:21][C:22]=1F>CS(C)=O.O>[F:16][C:17]1[CH:18]=[C:19]([N+:24]([O-:26])=[O:25])[CH:20]=[CH:21][C:22]=1[N:12]1[CH2:13][CH2:14][S:9](=[O:15])(=[O:8])[CH2:10][CH2:11]1 |f:0.1.2,3.4|. Procedure details: To a suspension of K2CO3 (5.53 g, 40 mmol) and 1,1-dioxo-thio-morpholinehydrochloride (3.60 g, 21 mmol) in DMSO (50 mL) was added 3,4-difluoronitrobenzene (3.18 g, 20 mmol). The reaction was heated at 100° C. for 12 h. The mixture was diluted with water (150 mL) and extracted with CH2Cl2 (100 mL×2). The combined organic phases were dried over anhydrous Na2SO4 and concentrated in vacuo to give the title compound as a yellow solid (6.04 g, 70%). Starting materials: CO, O=C(O)Cc1ccccc1Cl, O=S(=O)(O)O. Yields the product COC(=O)Cc1ccccc1Cl. Reaction SMILES: [CH3:17][OH:18].[Cl:1][c:2]1[c:3]([CH2:8][C:9](=[O:10])[OH:11])[cH:4][cH:5][cH:6][cH:7]1.[S:12](=[O:13])(=[O:14])([OH:15])[OH:16]>>[Cl:1][c:2]1[c:3]([CH2:8][C:9](=[O:10])[O:11][CH3:17])[cH:4][cH:5][cH:6][cH:7]1. Starting materials: resultant mixture, NC=1SC=C(N1)C=1SC(=CC1)CCCCCl (2-amino-4-[5-(4-chlorobutyl)-2-thienyl]thiazole), C1(=CC=CC=C1)N1CCNCC1 (4-phenylpiperazine), C([O-])([O-])=O.[K+].[K+] (potassium carbonate), [I-].[K+] (potassium iodide). The solvent is O (water), CN(C=O)C (dimethylformamide). Conditions: time 15 hour. Product: NC=1SC=C(N1)C=1SC(=CC1)CCCCN1CCN(CC1)C1=CC=CC=C1 (2-amino-4-[5-(4-(4-phenyl-1-piperazinyl) butyl)-2-thienyl]thiazole). Reaction SMILES: [NH2:1][C:2]1[S:3][CH:4]=[C:5]([C:7]2[S:8][C:9]([CH2:12][CH2:13][CH2:14][CH2:15]Cl)=[CH:10][CH:11]=2)[N:6]=1.[C:17]1([N:23]2[CH2:28][CH2:27][NH:26][CH2:25][CH2:24]2)[CH:22]=[CH:21][CH:20]=[CH:19][CH:18]=1.C(=O)([O-])[O-].[K+].[K+].[I-].[K+]>O.CN(C)C=O>[NH2:1][C:2]1[S:3][CH:4]=[C:5]([C:7]2[S:8][C:9]([CH2:12][CH2:13][CH2:14][CH2:15][N:26]3[CH2:27][CH2:28][N:23]([C:17]4[CH:22]=[CH:21][CH:20]=[CH:19][CH:18]=4)[CH2:24][CH2:25]3)=[CH:10][CH:11]=2)[N:6]=1 |f:2.3.4,5.6|. Procedure: A mixture of 5.43 g of 2-amino-4-[5-(4-chlorobutyl)-2-thienyl]thiazole, 4.0 g of 4-phenylpiperazine, 3.2 g of potassium carbonate, 0.1 g of potassium iodide and 50 ml of dimethylformamide is stirred at 70°-80° C. for 15 hours. The resultant mixture is poured into water and extracted with water. The extract is washed with water and dried over magnesium sulfate. After the solvent is distilled off under reduced pressure, the residue is recrystallized from ethanol to give 2-amino-4-[5-(4-(4-phenyl-1... The reactants are Br.BrCC(=O)C12CCCN(CC1)C2 (5-(α-bromoacetyl)-1-azabicyclo[3.2.1]octane hydrobromide), [N-]=[N+]=[N-].[Na+] (sodium azide). The solvent is CN(C=O)C (N,N-dimethylformamide). Reaction conditions: time 21 hour. The product is N(=[N+]=[N-])CC(=O)C12CCCN(CC1)C2 (5-(α-Azidoacetyl)-1-azabicyclo[3.2.1]octane). As a reaction SMILES: Br.Br[CH2:3][C:4]([C:6]12[CH2:13][N:10]([CH2:11][CH2:12]1)[CH2:9][CH2:8][CH2:7]2)=[O:5].[N-:14]=[N+:15]=[N-:16].[Na+]>CN(C)C=O>[N:14]([CH2:3][C:4]([C:6]12[CH2:13][N:10]([CH2:11][CH2:12]1)[CH2:9][CH2:8][CH2:7]2)=[O:5])=[N+:15]=[N-:16] |f:0.1,2.3|. Reported procedure: A solution of 5-(α-bromoacetyl)-1-azabicyclo[3.2.1]octane hydrobromide (D27) (1.8 g; 5.8 mmole) in dry N,N-dimethylformamide (25 ml) was treated with sodium azide (0.41 g; 6.3 mmole) and stirred in the dark at room temperature for 21h. The reaction mixture was concentrated in vacuo and the residue was treated with a saturated potassium carbonate solution (25 ml) and extracted into chloroform (4×25 ml). The dried (sodium sulphate) organic layers were concentrated in vacuo to give the title compou... Reactants: FC(C1=NNC(=C1)C(F)(F)F)(F)F (3,5-bistrifluoromethyl-1H-pyrazole), C1CC(=O)N(C1=O)Cl (NCS). The solvent is CC#N (CH3CN). Yields the product ClC=1C(=NNC1C(F)(F)F)C(F)(F)F (4-chloro-3,5-bistrifluoromethyl-1H-pyrazole). Reaction SMILES: [F:1][C:2]([F:13])([F:12])[C:3]1[CH:7]=[C:6]([C:8]([F:11])([F:10])[F:9])[NH:5][N:4]=1.C1C(=O)N([Cl:21])C(=O)C1>CC#N>[Cl:21][C:7]1[C:6]([C:8]([F:9])([F:10])[F:11])=[N:5][NH:4][C:3]=1[C:2]([F:1])([F:12])[F:13]. Procedure: Following protocol L, 3,5-bistrifluoromethyl-1H-pyrazole was treated with NCS in CH3CN to yield the title compound. Reactants: CC(=O)OC(C)=O, Clc1cccc(Cl)c1N=C1NCCN1OCc1ccccn1. The product is CC(=O)N1CCN(OCc2ccccn2)C1=Nc1c(Cl)cccc1Cl. RXN SMILES: [C:23]([CH3:24])(=[O:25])[O:26][C:27](=[O:28])[CH3:29].[Cl:1][c:2]1[c:3]([N:9]=[C:10]2[N:11]([O:15][CH2:16][c:17]3[n:18][cH:19][cH:20][cH:21][cH:22]3)[CH2:12][CH2:13][NH:14]2)[c:4]([Cl:8])[cH:5][cH:6][cH:7]1>>[Cl:1][c:2]1[c:3]([N:9]=[C:10]2[N:11]([O:15][CH2:16][c:17]3[n:18][cH:19][cH:20][cH:21][cH:22]3)[CH2:12][CH2:13][N:14]2[C:23]([CH3:24])=[O:25])[c:4]([Cl:8])[cH:5][cH:6][cH:7]1. Starting materials: C=1C=CC(=CC1)C(=O)C2=CC=C3N2CCC3C(=O)O (Ketorolac), NC(CO)(CO)CO (tromethamine). Solvent: CO (methanol). The product is C=1C=CC(=CC1)C(=O)C2=CC=C3N2CCC3C(=O)O.C(C(CO)(CO)N)O (ketorolac tromethamine). Yield: 94.9%. Reaction SMILES: [CH:1]1[CH:2]=[CH:3][C:4]([C:7]([C:9]2[N:13]3[CH2:14][CH2:15][CH:16]([C:17]([OH:19])=[O:18])[C:12]3=[CH:11][CH:10]=2)=[O:8])=[CH:5][CH:6]=1.[NH2:20][C:21]([CH2:26][OH:27])([CH2:24][OH:25])[CH2:22][OH:23]>CO>[CH:1]1[CH:6]=[CH:5][C:4]([C:7]([C:9]2[N:13]3[CH2:14][CH2:15][CH:16]([C:17]([OH:19])=[O:18])[C:12]3=[CH:11][CH:10]=2)=[O:8])=[CH:3][CH:2]=1.[CH2:22]([OH:23])[C:21]([NH2:20])([CH2:26][OH:27])[CH2:24][OH:25] |f:3.4|. Procedure: Ketorolac (25 g) and 11.9 g tromethamine were dissolved in 175 mL methanol. The solution was filtered and the filter washed with 40 mL methanol. The resulting solution was concentrated by vacuum distillation. Ethyl acetate (1×172 mL), (1×200 mL) was added to the solution to precipitate the ketorolac tromethamine; and the solution was cooled to room temperature for two hours, cooled further to 0° C., and filtered. The precipitate was washed with ethyl acetate/methanol (4:1 v/v) and dried under va... The yield is 62.3%. Procedure: 6-Fluoro-5-(4-hydroxypiperidin-1-yl)-2-mercapto-1H-benzimidazole (4.5 g, 62%) was prepared by a similar procedure to that described in preparation 1 (step 5) using the diamine (6.0 g, 0.027 mol) (obtained in step 2 above), carbon disulfide (3.9 g, 0.052 mol), ethanol (30 mL) and water (5 mL). mp 268-269° C.; IR (KBr) 3397, 3124, 1487 cm-1 ; 1H NMR (DMSO-d6) δd 1.45-1.56 (m, 2H, CH2), 1.60-1.87 (m, 2H, CH2), 2.24 (s, 1H, SH), 2.64-3.92 (m, 2H, NCH2), 3.11-3.17 (m, 2H, NCH2), 3.30-3.60 (m, 1H, CH)... The product is FC=1C(=CC2=C(NC(=N2)S)C1)N1CCC(CC1)O (6-Fluoro-5-(4-hydroxypiperidin-1-yl)-2-mercapto-1H-benzimidazole). RXN SMILES: [F:1][C:2]1[C:7]([N:8]2[CH2:13][CH2:12][CH:11]([OH:14])[CH2:10][CH2:9]2)=[CH:6][C:5]([NH2:15])=[C:4]([NH2:16])[CH:3]=1.[C:17](=S)=[S:18].C(O)C.[K+].[Br-]>O>[F:1][C:2]1[C:7]([N:8]2[CH2:13][CH2:12][CH:11]([OH:14])[CH2:10][CH2:9]2)=[CH:6][C:5]2[N:15]=[C:17]([SH:18])[NH:16][C:4]=2[CH:3]=1 |f:3.4|. Run in O (water). Reactants: FC1=CC(=C(C=C1N1CCC(CC1)O)N)N (4-fluoro-5-(4-hydroxypiperidin-1-yl)-1,2-phenylene diamine), [K+].[Br-] (KBr), C(=S)=S (carbon disulfide), C(C)O (ethanol).